Task: describe an organic reaction: reactants, conditions, products, and yield. Dataset: the Open Reaction Database (ORD), a public repository of structured organic reaction records Reactants: COC(=O)c1c(C)cc(-c2ccccc2)nc1-c1cccc([N+](=O)[O-])c1, CC(=O)O, CO, ClC(Cl)Cl, Cl, [Na+], C1COCCO1, [OH-], O. Yields the product Cc1cc(-c2ccccc2)nc(-c2cccc([N+](=O)[O-])c2)c1C(=O)O. Reaction SMILES: [CH3:1][c:2]1[c:3]([C:23](=[O:24])[O:25][CH3:26])[c:4](-[c:14]2[cH:15][c:16]([N+:20](=[O:21])[O-:22])[cH:17][cH:18][cH:19]2)[n:5][c:6](-[c:8]2[cH:9][cH:10][cH:11][cH:12][cH:13]2)[cH:7]1.[CH3:36][C:37](=[O:38])[OH:39].[CH3:45][OH:46].[CH:40]([Cl:41])([Cl:42])[Cl:43].[ClH:35].[Na+:28].[O:29]1[CH2:30][CH2:31][O:32][CH2:33][CH2:34]1.[OH-:27].[OH2:44]>>[CH3:1][c:2]1[c:3]([C:23](=[O:24])[OH:25])[c:4](-[c:14]2[cH:15][c:16]([N+:20](=[O:21])[O-:22])[cH:17][cH:18][cH:19]2)[n:5][c:6](-[c:8]2[cH:9][cH:10][cH:11][cH:12][cH:13]2)[cH:7]1. Reactants: O (water), ( 2 ), BrC=1C=CC(=C(C1)CC1=CC2=C(S1)C=C(C=C2)O)Cl (5-bromo-2-chloro-1-(6-hydroxybenzo[b]thiophen-2-ylmethyl)benzene), ICC (iodoethane), C([O-])([O-])=O.[K+].[K+] (potassium carbonate). Run in CN(C=O)C (N,N-dimethylformamide). Conditions: time 2 day. Product: BrC=1C=CC(=C(C1)CC1=CC2=C(S1)C=C(C=C2)OCC)Cl (5-bromo-2-chloro-1-(6-ethoxybenzo[b]thiophen-2-ylmethyl)benzene). As a reaction SMILES: [Br:1][C:2]1[CH:3]=[CH:4][C:5]([Cl:19])=[C:6]([CH2:8][C:9]2[S:13][C:12]3[CH:14]=[C:15]([OH:18])[CH:16]=[CH:17][C:11]=3[CH:10]=2)[CH:7]=1.I[CH2:21][CH3:22].C(=O)([O-])[O-].[K+].[K+].O>CN(C)C=O>[Br:1][C:2]1[CH:3]=[CH:4][C:5]([Cl:19])=[C:6]([CH2:8][C:9]2[S:13][C:12]3[CH:14]=[C:15]([O:18][CH2:21][CH3:22])[CH:16]=[CH:17][C:11]=3[CH:10]=2)[CH:7]=1 |f:2.3.4|. Procedure: A solution of 5-bromo-2-chloro-1-(6-methoxybenzo[b]thiophen-2-ylmethyl)benzene (2.70 g) obtained in Reference Example 46 in dichloromethane (27 ml) was cooled to 0° C. under argon atmosphere, and thereto was added dropwise boron tribromide (0.83 ml). The mixture was warmed to room temperature, and stirred for 30 minutes. The mixture was basified with a saturated aqueous sodium hydrogen carbonate solution, and subsequently, the reaction mixture was made acidic with a saturated aqueous citric acid... Reactants: ClC1=NC=NC2=CC=CC=C12 (4-chloroquinazoline), C1(=CC=CC=C1)CCC1C(NC(NC1=O)=O)=O (5-(2-phenylethyl) barbituric acid). Run at temperature 170 celsius. Yields the product C1(=CC=CC=C1)CCC1(C(NC(NC1=O)=O)=O)C1=NC=NC2=CC=CC=C12 (5-(2-phenylethyl)-5-(4-quinazolyl) barbituric acid). Reaction SMILES: Cl[C:2]1[C:11]2[C:6](=[CH:7][CH:8]=[CH:9][CH:10]=2)[N:5]=[CH:4][N:3]=1.[C:12]1([CH2:18][CH2:19][CH:20]2[C:25](=[O:26])[NH:24][C:23](=[O:27])[NH:22][C:21]2=[O:28])[CH:17]=[CH:16][CH:15]=[CH:14][CH:13]=1>>[C:12]1([CH2:18][CH2:19][C:20]2([C:2]3[C:11]4[C:6](=[CH:7][CH:8]=[CH:9][CH:10]=4)[N:5]=[CH:4][N:3]=3)[C:25](=[O:26])[NH:24][C:23](=[O:27])[NH:22][C:21]2=[O:28])[CH:17]=[CH:16][CH:15]=[CH:14][CH:13]=1. Reported procedure: A mixture of 3.3 g of 4-chloroquinazoline and 4.65 g of 5-(2-phenylethyl) barbituric acid was heated to 170° C. for two and one-half hours, then cooled to form the 5-(2-phenylethyl)-5-(4-quinazolyl) barbituric acid. This compound was hydrolyzed, without isolation, by adding 40 ml of water and 4.5 g of NaOH to the mixture, heating to reflux for four hours. The mixture was cooled, acidified with HCl, refluxed two additional hours, then cooled, and neutralized. Product was extracted into CH2Cl2, wh... Starting materials: C(C)(C)(C)OC(=O)N1CCC(CC1)(NC(=O)C=1C(=NC(=NC1)C#N)NCC1CCC2(CC2)CC1)CC1=CC=CC=C1 (4-benzyl-4-({2-cyano-4-[(spiro[2.5]oct-6-ylmethyl)amino]-pyrimidine-5-carbonyl}amino)piperidine-1-carboxylic acid tert-butyl ester), C(=O)(C(F)(F)F)O (TFA), C(=O)([O-])[O-].[K+].[K+] (K2CO3), C(C)(C)I (isopropyl iodide). Run in C(Cl)Cl (CH2Cl2), CCOC(=O)C (AcOEt). Reaction conditions: time 0.5 hour. Yields the product C(C1=CC=CC=C1)C1(CCN(CC1)C(C)C)NC(=O)C=1C(=NC(=NC1)C#N)NCC1CCC2(CC2)CC1 (2-cyano-4-[(spiro[2.5]oct-6-ylmethyl)amino]pyrimidine-5-carboxylic acid (4-benzyl-1-isopropylpiperidin-4-yl)amide). RXN SMILES: C(OC([N:8]1[CH2:13][CH2:12][C:11]([CH2:35][C:36]2[CH:41]=[CH:40][CH:39]=[CH:38][CH:37]=2)([NH:14][C:15]([C:17]2[C:18]([NH:25][CH2:26][CH:27]3[CH2:34][CH2:33][C:30]4([CH2:32][CH2:31]4)[CH2:29][CH2:28]3)=[N:19][C:20]([C:23]#[N:24])=[N:21][CH:22]=2)=[O:16])[CH2:10][CH2:9]1)=O)(C)(C)C.C(O)(C(F)(F)F)=O.C([O-])([O-])=O.[K+].[K+].[CH:55](I)([CH3:57])[CH3:56]>C(Cl)Cl.CCOC(C)=O>[CH2:35]([C:11]1([NH:14][C:15]([C:17]2[C:18]([NH:25][CH2:26][CH:27]3[CH2:34][CH2:33][C:30]4([CH2:31][CH2:32]4)[CH2:29][CH2:28]3)=[N:19][C:20]([C:23]#[N:24])=[N:21][CH:22]=2)=[O:16])[CH2:12][CH2:13][N:8]([CH:55]([CH3:57])[CH3:56])[CH2:9][CH2:10]1)[C:36]1[CH:37]=[CH:38][CH:39]=[CH:40][CH:41]=1 |f:2.3.4|. Procedure: To a solution of 4-benzyl-4-({2-cyano-4-[(spiro[2.5]oct-6-ylmethyl)amino]-pyrimidine-5-carbonyl}amino)piperidine-1-carboxylic acid tert-butyl ester (0.14 mmol) in CH2Cl2 (1.5 mL) is added TFA (0.4 mL) at 0° C. After stirring at room temperature for 0.5 h, the reaction mixture is concentrated in vacuo. The residue is dissolved in DMF (1.5 mL) and treated with K2CO3 (0.35 mmol) and isopropyl iodide (0.28 mmol) at 0° C. After stirring at room temperature for 5 h, the reaction mixture is diluted wit...